The task is: describe an organic reaction: reactants, conditions, products, and yield. This data is from the Open Reaction Database (ORD), a public repository of structured organic reaction records. The reactants are ClC1=CC=C(C(=C1C(=O)OCC1=CC=CC=C1)F)N(S(=O)(=O)CCCOC1=CC=C(C=C1)OC)S(=O)(=O)CCCOC1=CC=C(C=C1)OC (benzyl 6-chloro-2-fluoro-3-(3-(4-methoxyphenoxy)-N-(3-(4-methoxyphenoxy)propylsulfonyl)propylsulfonamido)benzoate), [OH-].[K+] (potassium hydroxide). Run in CO (MeOH). The product is ClC1=CC=C(C(=C1C(=O)O)F)NS(=O)(=O)CCCOC1=CC=C(C=C1)OC (6-chloro-2-fluoro-3-(3-(4-methoxyphenoxy)propylsulfonamido)benzoic acid). As a reaction SMILES: [Cl:1][C:2]1[C:7]([C:8]([O:10]CC2C=CC=CC=2)=[O:9])=[C:6]([F:18])[C:5]([N:19](S(CCCOC2C=CC(OC)=CC=2)(=O)=O)[S:20]([CH2:23][CH2:24][CH2:25][O:26][C:27]2[CH:32]=[CH:31][C:30]([O:33][CH3:34])=[CH:29][CH:28]=2)(=[O:22])=[O:21])=[CH:4][CH:3]=1.[OH-].[K+]>CO>[Cl:1][C:2]1[C:7]([C:8]([OH:10])=[O:9])=[C:6]([F:18])[C:5]([NH:19][S:20]([CH2:23][CH2:24][CH2:25][O:26][C:27]2[CH:28]=[CH:29][C:30]([O:33][CH3:34])=[CH:31][CH:32]=2)(=[O:22])=[O:21])=[CH:4][CH:3]=1 |f:1.2|. Procedure details: A 100 mL, round-bottomed flask was charged with benzyl 6-chloro-2-fluoro-3-(3-(4-methoxyphenoxy)-N-(3-(4-methoxyphenoxy)propylsulfonyl)propylsulfonamido)benzoate (1.08 g, 1.47 mmol), potassium hydroxide (4.40 mL, 4.40 mmol) and MeOH (10 mL). The reaction mixture was stirred at room temperature until TLC showed that the starting material had been consumed (about 12 hours). HCl (5 mL, 1N) was added. Then the reaction mixture was partitioned between EtOAc (500 mL) and water (100 mL). The phases wer... Starting materials: CC1=NN(C(N1)=O)C1=CC=CC=C1 (4,5-dihydro-3-methyl-5-oxo-1-phenyl-1H-1,2,4-triazole), [OH-].[Na+] (sodium hydroxide), C([O-])([O-])=O.[K+].[K+] (potassium carbonate), ClC(F)F (chlorodifluoromethane). The solvent is O (water), COCCOCCOCCOCCOC (tetraglyme). Yields the product FC(N1C(=NN(C1=O)C1=CC=CC=C1)C)F (4-difluoromethyl-4,5-dihydro-3-methyl-5-oxo-1-phenyl-1H-1,2,4-triazole). Isolated yield 98.3%. RXN SMILES: [CH3:1][C:2]1[NH:6][C:5](=[O:7])[N:4]([C:8]2[CH:13]=[CH:12][CH:11]=[CH:10][CH:9]=2)[N:3]=1.[OH-].[Na+].C(=O)([O-])[O-].[K+].[K+].Cl[CH:23]([F:25])[F:24]>O.COCCOCCOCCOCCOC>[F:24][CH:23]([F:25])[N:6]1[C:5](=[O:7])[N:4]([C:8]2[CH:9]=[CH:10][CH:11]=[CH:12][CH:13]=2)[N:3]=[C:2]1[CH3:1] |f:1.2,3.4.5|. Reported procedure: This compound was prepared in the manner of Example 3, with 50.0 grams of 4,5-dihydro-3-methyl-5-oxo-1-phenyl-1H-1,2,4-triazole (0.286 mole--1.0 equiv.), 11.4 grams (0.286 mole--1.0 equiv.) of sodium hydroxide in 50 mL of water, 9.9 grams (0.071 mole--0.25 equiv.) of potassium carbonate, and 37.1 grams (0.429 mole--1.5 equiv.) of chlorodifluoromethane in 333 mL of tetraglyme (% wt/vol. triazole to solvent--15%) as reagents. A yield of 63.2 grams of 96.3% pure 4-difluoromethyl-4,5-dihydro-3-methy... The reactants are CCOC(=O)COc1c(C(C)C)nn2cc(CC)ccc12, Cl, [Na+], [OH-]. Yields the product CCc1ccc2c(OCC(=O)O)c(C(C)C)nn2c1. RXN SMILES: [CH2:1]([CH3:2])[O:3][C:4](=[O:5])[CH2:6][O:7][c:8]1[c:9]([CH:19]([CH3:20])[CH3:21])[n:10][n:11]2[c:12]1[cH:13][cH:14][c:15]([CH2:17][CH3:18])[cH:16]2.[ClH:22].[Na+:24].[OH-:23]>>[O:3]=[C:4]([OH:5])[CH2:6][O:7][c:8]1[c:9]([CH:19]([CH3:20])[CH3:21])[n:10][n:11]2[c:12]1[cH:13][cH:14][c:15]([CH2:17][CH3:18])[cH:16]2. Reactants: CC1=C(C=CC=C1)C=C1CSCC(C1=O)=CC1=C(C=CC=C1)C (tetrahydro-3,5-bis-[(2-methylphenyl)methylene]-4H-thiopyran-4-one), C(CC)NN (n-propyl hydrazine). Run in CO (methanol). Product: CC1=C(C=CC=C1)C1C2C(=NN1CCC)C(CSC2)=CC2=C(C=CC=C2)C (2,3,3a,4,6,7-Hexahydro-3-(2-methylphenyl)-7-[(2-methylphenyl)methylene]-2-propylthiopyrano[4,3-c]pyrazole). Yield: 20.3%. Reaction SMILES: [CH3:1][C:2]1[CH:7]=[CH:6][CH:5]=[CH:4][C:3]=1[CH:8]=[C:9]1[C:14](=O)[C:13](=[CH:16][C:17]2[CH:22]=[CH:21][CH:20]=[CH:19][C:18]=2[CH3:23])[CH2:12][S:11][CH2:10]1.[CH2:24]([NH:27][NH2:28])[CH2:25][CH3:26]>CO>[CH3:1][C:2]1[CH:7]=[CH:6][CH:5]=[CH:4][C:3]=1[CH:8]1[N:27]([CH2:24][CH2:25][CH3:26])[N:28]=[C:14]2[C:13](=[CH:16][C:17]3[CH:22]=[CH:21][CH:20]=[CH:19][C:18]=3[CH3:23])[CH2:12][S:11][CH2:10][CH:9]12. Procedure details: A mixture of 6.7g of tetrahydro-3,5-bis-[(2-methylphenyl)methylene]-4H-thiopyran-4-one and 1.6g of n-propyl hydrazine in 250ml of methanol is heated at reflux temperature for 4 hours and allowed to cool to room temperature over a 16hour period. The precipitate that forms is collected by filtration and chromatographed on a neutral alumina column (Activity I). The fractions eluted with 10-20 % ether/hexane are combined and recrystallized from methanol/water to give 1.6g of the title compound, melt... The reactants are Fc1cccc(Br)c1, [Li]CCCC, CN(C)C=O, CC(C)NC(C)C, C1CCOC1. Yields the product O=Cc1c(F)cccc1Br. RXN SMILES: [Br:13][c:14]1[cH:15][c:16]([F:20])[cH:17][cH:18][cH:19]1.[CH2:1]([Li:2])[CH2:3][CH2:4][CH3:5].[CH3:21][N:22]([CH:23]=[O:24])[CH3:25].[CH:6]([NH:7][CH:8]([CH3:9])[CH3:10])([CH3:11])[CH3:12].[O:26]1[CH2:27][CH2:28][CH2:29][CH2:30]1>>[Br:13][c:14]1[c:15]([CH:23]=[O:24])[c:16]([F:20])[cH:17][cH:18][cH:19]1. Starting materials: BrC=1C=C2C=C(C(=NC2=CC1)NCC1=CC=C(C=C1)OC)N1C(COC[C@H]1C)=O ((R)-4-(6-bromo-2-(4-methoxybenzylamino)quinolin-3-yl)-5-methylmorpholin-3-one). The solvent is C1CCOC1 (THF), C1CCOC1 (THF). Run at time 20 minute. Product: BrC=1C=C2C=C(C(=NC2=CC1)NCC1=CC=C(C=C1)OC)N1[C@@H](COCC1)C ((R)-6-bromo-N-(4-methoxybenzyl)-3-(3-methylmorpholino)quinolin-2-amine). RXN SMILES: [Br:1][C:2]1[CH:3]=[C:4]2[C:9](=[CH:10][CH:11]=1)[N:8]=[C:7]([NH:12][CH2:13][C:14]1[CH:19]=[CH:18][C:17]([O:20][CH3:21])=[CH:16][CH:15]=1)[C:6]([N:22]1[C@H:27]([CH3:28])[CH2:26][O:25][CH2:24][C:23]1=O)=[CH:5]2>C1COCC1>[Br:1][C:2]1[CH:3]=[C:4]2[C:9](=[CH:10][CH:11]=1)[N:8]=[C:7]([NH:12][CH2:13][C:14]1[CH:19]=[CH:18][C:17]([O:20][CH3:21])=[CH:16][CH:15]=1)[C:6]([N:22]1[CH2:23][CH2:24][O:25][CH2:26][C@H:27]1[CH3:28])=[CH:5]2. Procedure: To a solution of (R)-4-(6-bromo-2-(4-methoxybenzylamino)quinolin-3-yl)-5-methylmorpholin-3-one (0.11 g, 0.241 mmol) in THF (5 mL) was added borane tetrahydrofuran complex, 1.0M in THF (0.482 mL, 0.482 mmol) and the resulting mixture was refluxed for 1 h. Some of the borane-amine complex was observed. The mixture was brought at RT, concentrated and dissolved in MeOH. The mixture was purged with N2 followed by the addition of Pd/C and stirred at RT for 20 min until no more complex was observed. Th...